This data is from the Open Reaction Database (ORD), a public repository of structured organic reaction records. The task is: describe an organic reaction: reactants, conditions, products, and yield The reactants are C1(=CC=CC=C1)C1(C=CCC=C1)C(COS(=O)(=O)C)C (methanesulfonic acid 2-(1-phenyl-2,5-cyclohexadien-1-yl)-propyl ester), C(C)NCC (diethylamine). Solvent: C1(=CC=CC=C1)C (toluene). Run at time 25 hour. Product: CC(CN(CC)CC)C1(C=CCC=C1)C1=CC=CC=C1 (β-methyl-N,N-diethyl-1-phenyl-2,5-cyclohexadien-1-ethylamine). RXN SMILES: [C:1]1([C:7]2([CH:13]([CH3:20])[CH2:14]OS(C)(=O)=O)[CH:12]=[CH:11][CH2:10][CH:9]=[CH:8]2)[CH:6]=[CH:5][CH:4]=[CH:3][CH:2]=1.[CH2:21]([NH:23][CH2:24][CH3:25])[CH3:22]>C1(C)C=CC=CC=1>[CH3:20][CH:13]([C:7]1([C:1]2[CH:6]=[CH:5][CH:4]=[CH:3][CH:2]=2)[CH:12]=[CH:11][CH2:10][CH:9]=[CH:8]1)[CH2:14][N:23]([CH2:24][CH3:25])[CH2:21][CH3:22]. Procedure details: 8 g. of methanesulfonic acid 2-(1-phenyl-2,5-cyclohexadien-1-yl)-propyl ester are dissolved in 10 ml. of toluene. 8.4 ml. (about 3 equivalents) of condensed diethylamine are added at -10° C. The mixture is subsequently held at 150° C. in a pressure vessel for 25 hours. After cooling, the toluene phases is washed with water, concentrated, treated with ether and 3 N aqueous hydrochloric acid and extracted. The aqueous phase is made basic with concentrated aqueous ammonia and extracted with ether. ...